Dataset: the Open Reaction Database (ORD), a public repository of structured organic reaction records. Task: describe an organic reaction: reactants, conditions, products, and yield The reactants are example 6 ( 20 ), CC1=C2C(N(C(C2=CC=C1)=O)CC(C(=O)OCC)C1(OCCO1)C)=O (ethyl 3-(4-methyl-1,3-dioxo-1,3-dihydro-isoindol-2-yl)-2-(2-methyl-[1,3]dioxolan-2-yl)propionate), O.C1(=CC=C(C=C1)S(=O)(=O)O)C (p-toluenesulfonic acid monohydrate). The product is CC1=C2C(N(C(C2=CC=C1)=O)CC(C(=O)OCC)C(C)=O)=O (Ethyl 2-(4-methyl-1,3-dioxo-1,3-dihydro-isoindol-2-ylmethyl)-3-oxo-butyrate). Reaction SMILES: [CH3:1][C:2]1[CH:10]=[CH:9][CH:8]=[C:7]2[C:3]=1[C:4](=[O:25])[N:5]([CH2:12][CH:13]([C:19]1([CH3:24])OCC[O:20]1)[C:14]([O:16][CH2:17][CH3:18])=[O:15])[C:6]2=[O:11].O.C1(C)C=CC(S(O)(=O)=O)=CC=1>>[CH3:1][C:2]1[CH:10]=[CH:9][CH:8]=[C:7]2[C:3]=1[C:4](=[O:25])[N:5]([CH2:12][CH:13]([C:19](=[O:20])[CH3:24])[C:14]([O:16][CH2:17][CH3:18])=[O:15])[C:6]2=[O:11] |f:1.2|. Procedure: Ethyl 2-(4-methyl-1,3-dioxo-1,3-dihydro-isoindol-2-ylmethyl)-3-oxo-butyrate was prepared (208 mg, 39%) in the same manner as described in the above example 6 (20) from ethyl 3-(4-methyl-1,3-dioxo-1,3-dihydro-isoindol-2-yl)-2-(2-methyl-[1,3]dioxolan-2-yl)propionate (0.52 g, 1.76 mmol) and p-toluenesulfonic acid monohydrate (50 mg), and the obtained product was identified with the following NMR data. The reactants are O=C([O-])[O-], CCO, COC(C)(C)C, CCCC(O)C(Cl)C(=O)OCC, [K+], [K+]. Product: CCCC1OC1C(=O)OCC. Reaction SMILES: [C:16](=[O:17])([O-:18])[O-:19].[CH3:13][CH2:14][OH:15].[CH3:22][O:23][C:24]([CH3:25])([CH3:26])[CH3:27].[Cl:1][CH:2]([C:3](=[O:4])[O:5][CH2:6][CH3:7])[CH:8]([CH2:9][CH2:10][CH3:11])[OH:12].[K+:20].[K+:21]>>[CH:2]1([C:3](=[O:4])[O:5][CH2:6][CH3:7])[CH:8]([CH2:9][CH2:10][CH3:11])[O:12]1. Reactants: CN1CCNCC1, CO, CCOC(=N)c1ccc(C(=O)Nc2ccc(Cl)c(-c3ccccn3)c2)cc1. Yields the product CN1CCN(C(=N)c2ccc(C(=O)Nc3ccc(Cl)c(-c4ccccn4)c3)cc2)CC1. As a reaction SMILES: [CH3:28][N:29]1[CH2:30][CH2:31][NH:32][CH2:33][CH2:34]1.[CH3:35][OH:36].[Cl:1][c:2]1[c:3](-[c:22]2[n:23][cH:24][cH:25][cH:26][cH:27]2)[cH:4][c:5]([NH:8][C:9](=[O:10])[c:11]2[cH:12][cH:13][c:14]([C:15]([O:16][CH2:17][CH3:18])=[NH:19])[cH:20][cH:21]2)[cH:6][cH:7]1>>[Cl:1][c:2]1[c:3](-[c:22]2[n:23][cH:24][cH:25][cH:26][cH:27]2)[cH:4][c:5]([NH:8][C:9](=[O:10])[c:11]2[cH:12][cH:13][c:14]([C:15](=[NH:19])[N:32]3[CH2:31][CH2:30][N:29]([CH3:28])[CH2:34][CH2:33]3)[cH:20][cH:21]2)[cH:6][cH:7]1. Reactants: BrCCOCc1ccccc1, C1CCOC1, CCOC(C)=O, OCC1COc2c(F)ccc(F)c2C1Sc1ccc(Cl)cc1, [H-], [Na+], O. Product: Fc1ccc(F)c2c1OCC(COCCOCc1ccccc1)C2Sc1ccc(Cl)cc1. Reaction SMILES: [Br:23][CH2:24][CH2:25][O:26][CH2:27][c:28]1[cH:29][cH:30][cH:31][cH:32][cH:33]1.[CH2:37]1[O:38][CH2:39][CH2:40][CH2:41]1.[CH3:42][CH2:43][O:44][C:45](=[O:46])[CH3:47].[Cl:1][c:2]1[cH:3][cH:4][c:5]([S:8][CH:9]2[CH:10]([CH2:21][OH:22])[CH2:11][O:12][c:13]3[c:14]([F:20])[cH:15][cH:16][c:17]([F:19])[c:18]32)[cH:6][cH:7]1.[H-:35].[Na+:34].[OH2:36]>>[Cl:1][c:2]1[cH:3][cH:4][c:5]([S:8][CH:9]2[CH:10]([CH2:21][O:22][CH2:24][CH2:25][O:26][CH2:27][c:28]3[cH:29][cH:30][cH:31][cH:32][cH:33]3)[CH2:11][O:12][c:13]3[c:14]([F:20])[cH:15][cH:16][c:17]([F:19])[c:18]32)[cH:6][cH:7]1. Starting materials: solution, C([O-])([O-])=O.[Ca+2] (calcium carbonate), C([C@H](C([C@@H](CO)O)O)O)O (D-arabitol), O=C[C@H](O)[C@@H](O)[C@H](O)[C@H](O)CO (D-glucose), O=C[C@H](O)[C@@H](O)[C@H](O)[C@H](O)CO (glucose), C(C)O (ethanol). Solvent: P(=O)([O-])([O-])[O-] (phosphate). Reaction conditions: time 24 hour. Yields the product OCC(=O)[C@@H](O)[C@H](O)CO (D-xylulose), C([C@H](O)[C@@H](O)[C@H](O)CO)O (xylitol). As a reaction SMILES: [CH2:1]([OH:10])[C@@H:2]([OH:9])[CH:3]([OH:8])[C@H:4]([OH:7])[CH2:5][OH:6].[O:11]=[CH:12][C@@H:13]([C@H:15]([C@@H:17]([C@@H:19](CO)[OH:20])[OH:18])[OH:16])[OH:14].C(=O)([O-])[O-].[Ca+2].C(O)C>P([O-])([O-])([O-])=O>[OH:6][CH2:5][C:4]([C@H:3]([C@@H:2]([CH2:1][OH:10])[OH:9])[OH:8])=[O:7].[CH2:12]([OH:11])[C@@H:13]([C@H:15]([C@@H:17]([CH2:19][OH:20])[OH:18])[OH:16])[OH:14] |f:2.3|. Procedure details: D-arabitol and D-glucose were dissolved in 0.1M phosphate buffer solution(pH 6.0) to final concentrations of 5% (w/v) and 1% (w/v), respectively, and 5 ml each of the solution was dispensed in a test tube. The bacterial cells in a wet weight of about 10% (w/v) and 2% (w/v) of calcium carbonate were added to this reaction mixture, and a reaction with shaking was run at 30° C. In the lot where a carbon source was added, 1% (w/v) glucose was added at the initiation of the reaction and 5% (v/v) etha... Reactants: N=1C=C2C=C(SC3=CC=CC1N23)C(=O)O (5-thia-1,8b-diazaacenaphthylene-4-carboxylic acid), Cl.Cl.NC1CCN(CC1)CCCC1=CC=CC=C1 (4-amino-1-(3-phenylpropan-1-yl)piperidine dihydrochloride), O.ON1N=NC2=C1C=CC=C2 (1-hydroxy-1H-benzotriazole monohydrate), Cl.C(C)N=C=NCCCN(CC)CC (1-ethyl-3-(3-diethylaminopropyl)carbodiimide hydrochloride). The solvent is CN(C=O)C (N,N-dimethylformamide), C(C)N(CC)CC (triethylamine). Run at temperature 50 celsius, time 2 hour. Yields the product C1(=CC=CC=C1)CCCN1CCC(CC1)NC(=O)C1=CC2=CN=C3C=CC=C(S1)N32 (N-[1-(3-phenylpropan-1-yl)piperidin-4-yl]-5-thia-1,8b-diazaacenaphthylene-4-carboxamide). Isolated yield 92.8%. As a reaction SMILES: [N:1]1[CH:2]=[C:3]2[N:12]3[C:7](=[CH:8][CH:9]=[CH:10][C:11]=13)[S:6][C:5]([C:13]([OH:15])=O)=[CH:4]2.Cl.Cl.[NH2:18][CH:19]1[CH2:24][CH2:23][N:22]([CH2:25][CH2:26][CH2:27][C:28]2[CH:33]=[CH:32][CH:31]=[CH:30][CH:29]=2)[CH2:21][CH2:20]1.O.ON1C2C=CC=CC=2N=N1.Cl.C(N=C=NCCCN(CC)CC)C>CN(C)C=O.C(N(CC)CC)C>[C:28]1([CH2:27][CH2:26][CH2:25][N:22]2[CH2:23][CH2:24][CH:19]([NH:18][C:13]([C:5]3[S:6][C:7]4[N:12]5[C:3](=[CH:2][N:1]=[C:11]5[CH:10]=[CH:9][CH:8]=4)[CH:4]=3)=[O:15])[CH2:20][CH2:21]2)[CH:29]=[CH:30][CH:31]=[CH:32][CH:33]=1 |f:1.2.3,4.5,6.7|. Procedure: A suspension of 5-thia-1,8b-diazaacenaphthylene-4-carboxylic acid (1.2 g), 4-amino-1-(3-phenylpropan-1-yl)piperidine dihydrochloride (1.5 g), triethylamine (1.5 ml), 1-hydroxy-1H-benzotriazole monohydrate (0.8 g), and 1-ethyl-3-(3-diethylaminopropyl)carbodiimide hydrochloride (1.0 g) in N,N-dimethylformamide (15 ml) was stirred at 50° C. for 2 hours. After spontaneous cooling, this reaction mixture was extracted with ethyl acetate/tetrahydrofuran (4/1; 90 ml). The organic layer was washed with 1...